Dataset: the Open Reaction Database (ORD), a public repository of structured organic reaction records. Task: describe an organic reaction: reactants, conditions, products, and yield Starting materials: CC(C)(C)OC(=O)C1CCCc2cc(-c3ccccc3C(=O)O)ccc21, CC(C)(C)OC(=O)NC1CCCc2cc(-c3ccccc3C(=O)Cl)ccc21, ClCCl, O=C(Cl)C(=O)Cl, CN(C)C=O. The product is CC(C)(C)OC(=O)NC1CCCc2cc(-c3ccccc3CO)ccc21. RXN SMILES: [C:28]([O:29][C:30]([CH:31]1[CH2:32][CH2:33][CH2:34][c:35]2[cH:36][c:37](-[c:38]3[cH:39][cH:40][cH:41][cH:42][c:43]3[C:44]([OH:45])=[O:46])[cH:47][cH:48][c:49]21)=[O:50])([CH3:51])([CH3:52])[CH3:53].[Cl:1][C:2](=[O:3])[c:4]1[c:5](-[c:10]2[cH:11][c:12]3[c:17]([cH:18][cH:19]2)[CH:16]([NH:20][C:21]([O:22][C:23]([CH3:24])([CH3:25])[CH3:26])=[O:27])[CH2:15][CH2:14][CH2:13]3)[cH:6][cH:7][cH:8][cH:9]1.[Cl:54][CH2:55][Cl:56].[Cl:57][C:58]([C:59]([Cl:60])=[O:61])=[O:62].[O:63]=[CH:64][N:65]([CH3:66])[CH3:67]>>[CH2:2]([OH:3])[c:4]1[c:5](-[c:10]2[cH:11][c:12]3[c:17]([cH:18][cH:19]2)[CH:16]([NH:20][C:21]([O:22][C:23]([CH3:24])([CH3:25])[CH3:26])=[O:27])[CH2:15][CH2:14][CH2:13]3)[cH:6][cH:7][cH:8][cH:9]1.